From a dataset of the Open Reaction Database (ORD), a public repository of structured organic reaction records. describe an organic reaction: reactants, conditions, products, and yield Isolated yield 70.0%. The reactants are OC1=C2CCCC(C2=CC=C1)=O (5-hydroxy-1-oxotetraline), ClCCCN1CCN(CC1)C1=CC=C(C=C1)Cl (1-(3-chloropropyl)-4-(4-chlorophenyl)-piperazine), O (water). Yields the product ClC1=CC=C(C=C1)N1CCN(CC1)CCCOC1=C2CCCC(C2=CC=C1)=O (5-{3-[4-(4-chlorophenyl)-1-piperzinyl]-propoxy}-3,4-dihydro-2H-naphthalene-1-one). Procedure: from 5-hydroxy-1-oxotetraline and 1-(3-chloropropyl)-4-(4-chlorophenyl)-piperazine; yield 70.0% of theory; the hydrochloride, after recrystallization from 96% ethanol and drying in a vacuum desiccator, still contained 0.55 mol water; m.p. 189°-191°C; As a reaction SMILES: [OH:1][C:2]1[CH:11]=[CH:10][CH:9]=[C:8]2[C:3]=1[CH2:4][CH2:5][CH2:6][C:7]2=[O:12].Cl[CH2:14][CH2:15][CH2:16][N:17]1[CH2:22][CH2:21][N:20]([C:23]2[CH:28]=[CH:27][C:26]([Cl:29])=[CH:25][CH:24]=2)[CH2:19][CH2:18]1.O>>[Cl:29][C:26]1[CH:25]=[CH:24][C:23]([N:20]2[CH2:19][CH2:18][N:17]([CH2:16][CH2:15][CH2:14][O:1][C:2]3[CH:11]=[CH:10][CH:9]=[C:8]4[C:3]=3[CH2:4][CH2:5][CH2:6][C:7]4=[O:12])[CH2:22][CH2:21]2)=[CH:28][CH:27]=1.